This data is from the Open Reaction Database (ORD), a public repository of structured organic reaction records. The task is: describe an organic reaction: reactants, conditions, products, and yield Yields the product [I-].ClC1=C(C(C[N+]2=CN(C=C2)CC2=C(C=CC(=C2)[N+](=O)[O-])OCC)OCC2=C(C=C(C=C2)Cl)Cl)C=CC(=C1)Cl (1-[2,4-Dichloro-β-(2,4-dichlorobenzyloxy)phenethyl]-3-(2-ethoxy-5-nitrobenzyl)imidazolium iodide). The reactants are ICC1=C(C=CC(=C1)[N+](=O)[O-])OCC (2-(iodomethyl)-4-nitrophenetole), ClC1=C(C(CN2C=NC=C2)OCC2=C(C=C(C=C2)Cl)Cl)C=CC(=C1)Cl (1-[2,4-dichloro-β-(2,4-dichlorobenzyloxy)phenethyl]imidazole). Reaction SMILES: [I:1][CH2:2][C:3]1[CH:8]=[C:7]([N+:9]([O-:11])=[O:10])[CH:6]=[CH:5][C:4]=1[O:12][CH2:13][CH3:14].[Cl:15][C:16]1[CH:38]=[C:37]([Cl:39])[CH:36]=[CH:35][C:17]=1[CH:18]([O:25][CH2:26][C:27]1[CH:32]=[CH:31][C:30]([Cl:33])=[CH:29][C:28]=1[Cl:34])[CH2:19][N:20]1[CH:24]=[CH:23][N:22]=[CH:21]1>>[I-:1].[Cl:15][C:16]1[CH:38]=[C:37]([Cl:39])[CH:36]=[CH:35][C:17]=1[CH:18]([O:25][CH2:26][C:27]1[CH:32]=[CH:31][C:30]([Cl:33])=[CH:29][C:28]=1[Cl:34])[CH2:19][N+:20]1[CH:24]=[CH:23][N:22]([CH2:2][C:3]2[CH:8]=[C:7]([N+:9]([O-:11])=[O:10])[CH:6]=[CH:5][C:4]=2[O:12][CH2:13][CH3:14])[CH:21]=1 |f:2.3|. Procedure: mp. 193.6° C., by the reaction of 2-(iodomethyl)-4-nitrophenetole and 1-[2,4-dichloro-β-(2,4-dichlorobenzyloxy)phenethyl]imidazole. Reactants: P(=O)(O)(O)[O-].[Na+] (sodium dihydrogen phosphate), CC(C)=CC (2-methyl-2-butene), COC=1C=C2CCC(N(C2=CC1C=O)C)=O (6-methoxy-1-methyl-2-oxo-1,2,3,4-tetrahydroquinoline-7-carbaldehyde), Cl(=O)[O-].[Na+] (sodium chlorite). Run in C(C)(C)(C)O (tert-butanol), O (water). Reaction conditions: time 2 hour. Product: COC=1C=C2CCC(N(C2=CC1C(=O)O)C)=O (6-methoxy-1-methyl-2-oxo-1,2,3,4-tetrahydroquinoline-7-carboxylic acid). Yield: 33.6%. RXN SMILES: [CH3:1][O:2][C:3]1[CH:4]=[C:5]2[C:10](=[CH:11][C:12]=1[CH:13]=[O:14])[N:9]([CH3:15])[C:8](=[O:16])[CH2:7][CH2:6]2.P([O-])(O)(O)=[O:18].[Na+].CC(=CC)C.Cl([O-])=O.[Na+]>C(O)(C)(C)C.O>[CH3:1][O:2][C:3]1[CH:4]=[C:5]2[C:10](=[CH:11][C:12]=1[C:13]([OH:18])=[O:14])[N:9]([CH3:15])[C:8](=[O:16])[CH2:7][CH2:6]2 |f:1.2,4.5|. Reported procedure: To a mixture of 6-methoxy-1-methyl-2-oxo-1,2,3,4-tetrahydroquinoline-7-carbaldehyde (2.0 g) synthesized by a known method (WO2001/077100), sodium dihydrogen phosphate (1.63 g) and 2-methyl-2-butene (4.3 ml) in tert-butanol (52 mL) and water (8 mL) was slowly added sodium chlorite (2.89 g) at 0° C., and the mixture was stirred at room temperature for 2 hr. After cooling to 0° C., the reaction was quenched with 6N hydrochloric acid, and the mixture was extracted twice with ethyl acetate. The organ... Reactants: BrC=1C(N(C=C(N1)Br)[C@H](CC)COC)=O (3,5-dibromo-1-[(1R)-1-(methoxymethyl)propyl]-2(1H)-pyrazinone), BrC=1C=C2CCNC2=C(C1)Cl (5-bromo-7-chloroindoline). Product: BrC=1N=C(C(N(C1)[C@H](CC)COC)=O)N1CCC2=CC(=CC(=C12)Cl)Br (5-Bromo-3-(5-bromo-7-chloro-2,3-dihydro-1H-indol-1-yl)-1-[(1R)-1-(methoxymethyl)propyl]-2(1H)-pyrazinone). Reaction SMILES: Br[C:2]1[C:3](=[O:15])[N:4]([C@@H:9]([CH2:12][O:13][CH3:14])[CH2:10][CH3:11])[CH:5]=[C:6]([Br:8])[N:7]=1.[Br:16][C:17]1[CH:18]=[C:19]2[C:23](=[C:24]([Cl:26])[CH:25]=1)[NH:22][CH2:21][CH2:20]2>>[Br:8][C:6]1[N:7]=[C:2]([N:22]2[C:23]3[C:19](=[CH:18][C:17]([Br:16])=[CH:25][C:24]=3[Cl:26])[CH2:20][CH2:21]2)[C:3](=[O:15])[N:4]([C@@H:9]([CH2:12][O:13][CH3:14])[CH2:10][CH3:11])[CH:5]=1. Reported procedure: Prepared in a similar fashion as described for Example 413 using 3,5-dibromo-1-[(1R)-1-(methoxymethyl)propyl]-2(1H)-pyrazinone and 5-bromo-7-chloroindoline as the starting materials. mp 118° C.; 1H NMR (300 MHz, CDCl3): δ 7.31 (s, 1 H), 7.24 (s, 1 H), 7.13 (s, 1 H), 4.98–4.90 (m, 1 H), 4.32 (t, J=7.9 Hz, 2 H), 3.66 (dd, J=10.7, 5.9 Hz, 1 H), 3.55 (dd, J=10.6, 3.3 Hz, 1 H), 3.35 (s, 3 H), 3.13 (t, J=7.9 Hz, 2 H), 1.85–1.74 (m, 2 H), 0.93 (t, J=7.3 Hz, 3 H); HRMS (ESI) calcd for C17H19N3O2Br2Cl (M... The reactants are Cc1ccccc1-c1cc(N2CCOCC2)ncc1C#N, Cc1ccccc1, [Na+], [OH-], O, O=S(=O)(O)O. The product is Cc1ccccc1-c1cc(N2CCOCC2)ncc1C(N)=O. RXN SMILES: [C:1](#[N:2])[c:3]1[c:4](-[c:15]2[c:16]([CH3:21])[cH:17][cH:18][cH:19][cH:20]2)[cH:5][c:6]([N:9]2[CH2:10][CH2:11][O:12][CH2:13][CH2:14]2)[n:7][cH:8]1.[CH3:22][c:23]1[cH:24][cH:25][cH:26][cH:27][cH:28]1.[Na+:35].[OH-:34].[OH2:36].[S:29]([OH:30])(=[O:31])(=[O:32])[OH:33]>>[C:1]([NH2:2])([c:3]1[c:4](-[c:15]2[c:16]([CH3:21])[cH:17][cH:18][cH:19][cH:20]2)[cH:5][c:6]([N:9]2[CH2:10][CH2:11][O:12][CH2:13][CH2:14]2)[n:7][cH:8]1)=[O:30]. Starting materials: OC1=CC=C(C=C1)[C@@H](C)NC(OC(C)(C)C)=O ((R)-tert-butyl 1-(4-hydroxyphenyl)ethylcarbamate), solution, ( A1 ). Reagents/catalysts: [Rh] (rhodium on alumina). Run in CO (methanol). Conditions: time 18 hour. The product is OC1CCC(CC1)[C@@H](C)NC(OC(C)(C)C)=O ((R)-tert-butyl 1-(4-hydroxycyclohexyl)ethylcarbamate). Yield: 61.0%. Reaction SMILES: [OH:1][C:2]1[CH:7]=[CH:6][C:5]([C@H:8]([NH:10][C:11](=[O:17])[O:12][C:13]([CH3:16])([CH3:15])[CH3:14])[CH3:9])=[CH:4][CH:3]=1>CO.[Rh]>[OH:1][CH:2]1[CH2:7][CH2:6][CH:5]([C@H:8]([NH:10][C:11](=[O:17])[O:12][C:13]([CH3:16])([CH3:15])[CH3:14])[CH3:9])[CH2:4][CH2:3]1. Procedure: (R)-tert-butyl 1-(4-hydroxyphenyl)ethylcarbamate (described in the literature: WO 2007035154 (A1)) (100 mg, 0.4214 mmol) was dissolved in methanol (5 mL). A methanolic (5 mL) solution of rhodium on alumina (10 Wt %, 10 mg) was added. The reaction mixture was place under a hydrogen atmosphere and stir at room temperature for 18 hours. The rhodium catalyst was filtered off and the mother liquors were concentrated in vacuo. The residue was purified on silica gel by flash column chromatography to af... Reactants: O (water), ClC1=CC=C(C=C1)C=1NC(OC1CCC(=O)OC)=O (methyl 4-(4-chlorophenyl)-2-oxo-4-oxazoline-5-propionate), P(=O)(Cl)(Cl)Cl (phosphorus oxychloride), O (water), N1=CC=CC=C1 (pyridine). Run in C(C)#N (acetonitrile). Conditions: temperature 90 celsius, time 8 hour. Product: ClC=1OC(=C(N1)C1=CC=C(C=C1)Cl)CCC(=O)OC (Methyl 2-chloro-4-(4-chlorophenyl)-5-oxazolepropionate). Yield: 91.7%. RXN SMILES: [Cl:1][C:2]1[CH:7]=[CH:6][C:5]([C:8]2[NH:9][C:10](=O)[O:11][C:12]=2[CH2:13][CH2:14][C:15]([O:17][CH3:18])=[O:16])=[CH:4][CH:3]=1.P(Cl)(Cl)([Cl:22])=O.N1C=CC=CC=1.O>C(#N)C>[Cl:22][C:10]1[O:11][C:12]([CH2:13][CH2:14][C:15]([O:17][CH3:18])=[O:16])=[C:8]([C:5]2[CH:6]=[CH:7][C:2]([Cl:1])=[CH:3][CH:4]=2)[N:9]=1. Procedure details: To a mixture of methyl 4-(4-chlorophenyl)-2-oxo-4-oxazoline-5-propionate (823.7 g) and phosphorus oxychloride (1090 mL) was added pyridine (235.5 mL) and the mixture was stirred at 90° C. for 8 h and allowed to stand overnight at room temperature. A solution obtained by diluting the obtained mixture with acetonitrile (2471 mL) was added dropwise to water (8237 mL) at not higher than 35° C. Then water (4119 mL) was added and the precipitated crystals were collected by filtration to give the title... Starting materials: ClC1=CC=CC2=C1C(N(CC=1N2C=NC1)C)=O (7-chloro-4,5-dihydro-5-methyl-6H-imidazo[1,5-a][1,4]benzodiazepin-6-one), BrN1C(CCC1=O)=O (N-bromosuccinimide), O (water). Run in CN(C=O)C (N,N-dimethylformamide). Yields the product BrC=1N=CN2C1CN(C(C1=C2C=CC=C1Cl)=O)C (3-bromo-7-chloro-4,5-dihydro-5-methyl-6H-imidazo[1,5-a][1,4]benzodiazepin-6-one). As a reaction SMILES: [Cl:1][C:2]1[C:7]2[C:8](=[O:17])[N:9]([CH3:16])[CH2:10][C:11]3[N:12]([CH:13]=[N:14][CH:15]=3)[C:6]=2[CH:5]=[CH:4][CH:3]=1.[Br:18]N1C(=O)CCC1=O.O>CN(C)C=O>[Br:18][C:15]1[N:14]=[CH:13][N:12]2[C:6]3[CH:5]=[CH:4][CH:3]=[C:2]([Cl:1])[C:7]=3[C:8](=[O:17])[N:9]([CH3:16])[CH2:10][C:11]=12. Procedure details: 12.38 g (50 mmol) of 7-chloro-4,5-dihydro-5-methyl-6H-imidazo[1,5-a][1,4]benzodiazepin-6-one was stirred at room temperature for 40 minutes with 9.80 g (55 mmol) of N-bromosuccinimide in 80 ml of N,N-dimethylformamide. The reaction mixture was poured into 800 ml of water and the suspension obtained was filtered. The filter residue was rinsed with water and taken up in methylene chloride. The organic phase was dried over magnesium sulphate and evaporated. After chromatography of the residue on si...